This data is from the Open Reaction Database (ORD), a public repository of structured organic reaction records. The task is: describe an organic reaction: reactants, conditions, products, and yield Starting materials: NC1=C2CCCCC2=C(C=2OC(=CC(C21)=O)C(=O)OCC)CCC (Ethyl 5amino-6,7,8,9-tetrahydro-4-oxo-10-propyl-4H-naphtho[2,3-b]pyran-2-carboxylate), N(=O)[O-].[Na+] (sodium nitrite), Cl (hydrochloric acid). The solvent is O (water). Conditions: time 15 minute. Yields the product ClC1=C2CCCCC2=C(C=2OC(=CC(C21)=O)C(=O)O)CCC (5-Chloro-6,7,8,9-tetrahydro-4-oxo-10-propyl-4H-naphtho[2,3-b]pyran-2-carboxylic acid). RXN SMILES: N[C:2]1[C:15]2[C:14](=[O:16])[CH:13]=[C:12]([C:17]([O:19]CC)=[O:18])[O:11][C:10]=2[C:9]([CH2:22][CH2:23][CH3:24])=[C:8]2[C:3]=1[CH2:4][CH2:5][CH2:6][CH2:7]2.N([O-])=O.[Na+].[ClH:29]>O>[Cl:29][C:2]1[C:15]2[C:14](=[O:16])[CH:13]=[C:12]([C:17]([OH:19])=[O:18])[O:11][C:10]=2[C:9]([CH2:22][CH2:23][CH3:24])=[C:8]2[C:3]=1[CH2:4][CH2:5][CH2:6][CH2:7]2 |f:1.2|. Reported procedure: Ethyl 5amino-6,7,8,9-tetrahydro-4-oxo-10-propyl-4H-naphtho[2,3-b]pyran-2-carboxylate (7.2 g) in concentrated hydrochloric acid (90 ml) was treated with sodium nitrite (1.8 g) in water (15 ml) with stirring at 0° over 15 minutes. The reactants are CO (MeOH), FC1=CC=C(C=C1)\C(=C/C1=CC=C(C=C1)C=CC(=O)OC)\CO (methyl 3-(1E)(4-(2-(4-fluorophenyl)-3-hydroxyprop-1-en-1-yl)phenyl)acrylate), C1(CC1)N (cyclopropylamine), [BH4-].[Na+] (sodium borohydride). Solvent: C(C)(=O)OCC (ethyl acetate). Conditions: time 30 minute. Product: C1(CC1)NC/C(=C/C1=CC=C(C=C1)C=CC(=O)OC)/C1=CC=C(C=C1)F (methyl 3-(1E)-(4-(3-(cyclopropylamino)-2-(4-fluorophenyl) prop-1-en-1-yl)phenyl)acrylate), compound. Isolated yield 80.0%. As a reaction SMILES: [F:1][C:2]1[CH:7]=[CH:6][C:5](/[C:8](/[CH2:22]O)=[CH:9]\[C:10]2[CH:15]=[CH:14][C:13]([CH:16]=[CH:17][C:18]([O:20][CH3:21])=[O:19])=[CH:12][CH:11]=2)=[CH:4][CH:3]=1.[CH:24]1([NH2:27])[CH2:26][CH2:25]1.CO.[BH4-].[Na+]>C(OCC)(=O)C>[CH:24]1([NH:27][CH2:22]/[C:8](/[C:5]2[CH:6]=[CH:7][C:2]([F:1])=[CH:3][CH:4]=2)=[CH:9]/[C:10]2[CH:15]=[CH:14][C:13]([CH:16]=[CH:17][C:18]([O:20][CH3:21])=[O:19])=[CH:12][CH:11]=2)[CH2:26][CH2:25]1 |f:3.4|. Procedure: A mixture of methyl 3-(1E)(4-(2-(4-fluorophenyl)-3-hydroxyprop-1-en-1-yl)phenyl)acrylate (0.44 g, 1.4 mmol) and cyclopropylamine (0.14 g, 2.4 mmol) was stirred with MeOH (40 mL) for 3 hours. To the reaction mixture, sodium borohydride (0.09 g, 2.3 mmol) was added and stirred for 30 minutes. Subsequently the reaction mixture was diluted with ethyl acetate (300 mL) and washed successively with water (2×100 ml) and brine (1×100 mL). The organic layer was dried over anhydrous Na2SO4 and concentrated... Starting materials: CP(OC)(OC)=O (dimethyl methylphosphonate), C(CCCCCCCCC)(=O)OC (methyl decanoate), P([O-])([O-])=O (phosphonate), C(CCC)[Li] (n-butyllithium). The solvent is CCCCCC (hexane), O1CCCC1 (tetrahydrofuran). Run at time 5 minute. The product is O=C(CP(OC)(OC)=O)CCCCCCCCC (dimethyl 2-oxo-undecylphosphonate). Reaction SMILES: [CH3:1][P:2](=[O:7])([O:5][CH3:6])[O:3][CH3:4].P(=O)([O-])[O-].C([Li])CCC.[C:17](OC)(=[O:27])[CH2:18][CH2:19][CH2:20][CH2:21][CH2:22][CH2:23][CH2:24][CH2:25][CH3:26]>CCCCCC.O1CCCC1>[O:27]=[C:17]([CH2:18][CH2:19][CH2:20][CH2:21][CH2:22][CH2:23][CH2:24][CH2:25][CH3:26])[CH2:1][P:2](=[O:7])([O:5][CH3:6])[O:3][CH3:4]. Procedure details: A solution of 49.6 g. (0.40 mole) dimethyl methylphosphonate (Aldrich) in 500 ml. dry tetrahydrofuran is cooled to -78° in a dry nitrogen atmosphere. To the stirred phosphonate solution is added 188 ml. of 2.34 M n-butyllithium in hexane solution (Alfa Inorganics, Inc.) dropwise over a period of 40 minutes at such a rate that the reaction temperature never rose above -65°. After an additional 5 minutes stirring at -78°, 36.3 g. (0.20 mole) methyl decanoate is added dropwise at a rate that kept t... The reactants are O=C1CCC(=O)N1Br, CC(=O)O, O=C(Nc1nccs1)c1cn(CC2CC2)c2cc(F)ccc12. Yields the product O=C(Nc1ncc(Br)s1)c1cn(CC2CC2)c2cc(F)ccc12. Reaction SMILES: [Br:23][N:24]1[C:25](=[O:26])[CH2:27][CH2:28][C:29]1=[O:30].[C:31]([OH:32])(=[O:33])[CH3:34].[s:1]1[c:2]([NH:6][C:7](=[O:8])[c:9]2[cH:10][n:11]([CH2:19][CH:20]3[CH2:21][CH2:22]3)[c:12]3[cH:13][c:14]([F:18])[cH:15][cH:16][c:17]23)[n:3][cH:4][cH:5]1>>[s:1]1[c:2]([NH:6][C:7](=[O:8])[c:9]2[cH:10][n:11]([CH2:19][CH:20]3[CH2:21][CH2:22]3)[c:12]3[cH:13][c:14]([F:18])[cH:15][cH:16][c:17]23)[n:3][cH:4][c:5]1[Br:23]. Starting materials: CC(=O)[O-], CO, O=C1CC2CC2(c2ccc(Cl)c(Cl)c2)C1, [NH4+]. The product is NC1CC2CC2(c2ccc(Cl)c(Cl)c2)C1. Reaction SMILES: [CH3:17][C:18](=[O:19])[O-:20].[CH3:21][OH:22].[Cl:1][c:2]1[cH:3][c:4]([C:9]23[CH2:10][C:11](=[O:15])[CH2:12][CH:13]2[CH2:14]3)[cH:5][cH:6][c:7]1[Cl:8].[NH4+:16]>>[Cl:1][c:2]1[cH:3][c:4]([C:9]23[CH2:10][CH:11]([NH2:16])[CH2:12][CH:13]2[CH2:14]3)[cH:5][cH:6][c:7]1[Cl:8]. Starting materials: CN(C)CC1=CC=C(C=C1)CNC(C)=O (N-(4-Dimethylaminomethylphenylmethyl)acetamide). Run in Cl (hydrochloric acid). Yields the product CN(C)CC1=CC=C(C=C1)CN (4-(dimethylaminomethyl)phenylmethylamine). The yield is 66.8%. As a reaction SMILES: [CH3:1][N:2]([CH2:4][C:5]1[CH:10]=[CH:9][C:8]([CH2:11][NH:12]C(=O)C)=[CH:7][CH:6]=1)[CH3:3]>Cl>[CH3:3][N:2]([CH2:4][C:5]1[CH:10]=[CH:9][C:8]([CH2:11][NH2:12])=[CH:7][CH:6]=1)[CH3:1]. Reported procedure: N-(4-Dimethylaminomethylphenylmethyl)acetamide (22 g) was dissolved in 4N hydrochloric acid (100 ml) and the mixture was refluxed under heating for 3 hr 40 min. The solvent was evaporated and ethyl acetate was added. The resulting crystals were collected by filtration. The obtained crystals were dissolved in water (40 ml) and potassium carbonate was added to saturation, and the mixture was extracted with chloroform. The extract was dried over anhydrous sodium sulfate and, after drying, the solve...